Dataset: the Open Reaction Database (ORD), a public repository of structured organic reaction records. Task: describe an organic reaction: reactants, conditions, products, and yield Reactants: COCCO[Al+]OCCOC, Cc1ccccc1, O=C(N1CCCCC(CO)C1)C1(c2ccc(Cl)cc2)CCC1, [H-], [H-], [Na+]. The product is OCC1CCCCN(CC2(c3ccc(Cl)cc3)CCC2)C1. Reaction SMILES: [CH3:24][O:25][CH2:26][CH2:27][O:28][Al+:29][O:30][CH2:31][CH2:32][O:33][CH3:34].[CH3:37][c:38]1[cH:39][cH:40][cH:41][cH:42][cH:43]1.[Cl:1][c:2]1[cH:3][cH:4][c:5]([C:8]2([C:12](=[O:13])[N:14]3[CH2:15][CH:16]([CH2:21][OH:22])[CH2:17][CH2:18][CH2:19][CH2:20]3)[CH2:9][CH2:10][CH2:11]2)[cH:6][cH:7]1.[H-:23].[H-:36].[Na+:35]>>[Cl:1][c:2]1[cH:3][cH:4][c:5]([C:8]2([CH2:12][N:14]3[CH2:15][CH:16]([CH2:21][OH:22])[CH2:17][CH2:18][CH2:19][CH2:20]3)[CH2:9][CH2:10][CH2:11]2)[cH:6][cH:7]1. Reactants: C(C)(C)(C)C1=NC=C(C#N)C=C1 (6-tert-butylnicotinonitrile), CC1=CC=NC=C1C#N (4-methylnicotinonitrile), C(C(C)(C)C)(=O)O (pivalic acid), (NH4)2S2O8, OS(=O)(=O)O (H2SO4). The reagents and catalysts are [N+](=O)([O-])[O-].[Ag+] (AgNO3). Yields the product C(C)(C)(C)C1=NC=C(C#N)C(=C1)C (6-tert-butyl-4-methylnicotinonitrile). As a reaction SMILES: [C:1]([C:5]1[CH:12]=[CH:11][C:8]([C:9]#[N:10])=[CH:7][N:6]=1)([CH3:4])([CH3:3])[CH3:2].[CH3:13]C1C(C#N)=CN=CC=1.C(O)(=O)C(C)(C)C.OS(O)(=O)=O>[N+]([O-])([O-])=O.[Ag+]>[C:1]([C:5]1[CH:12]=[C:11]([CH3:13])[C:8]([C:9]#[N:10])=[CH:7][N:6]=1)([CH3:4])([CH3:2])[CH3:3] |f:4.5|. Procedure details: The title compound was synthesized according to the procedure described for the synthesis of 6-tert-butylnicotinonitrile starting from 4-methylnicotinonitrile (0.5 g, 4.23 mmol), pivalic acid (2.2 g, 21.1 mmol), AgNO3 (0.09 g, 0.55 mmol), (NH4)2S2O8 (1.25 g, 5.5 mmol) and 7.5 ml 10% H2SO4. Purified by normal phase chromatography using 95/5 to 90/10 heptane/ethyl acetate. (Yield: 578 mg, 78%). 1H NMR (400 MHz, CDCl3) δ ppm 1.36 (s, 9 H), 2.53 (s, 3 H), 7.28 (s, 1 H), 8.72 (s, 1 H). Reactants: Cl.CN(S(OC1=C(C=C(C=C1I)C(C)(C)C)CN)(=O)=O)C (2-aminomethyl-4-(1,1-dimethylethyl)-6-iodophenyl N,N-dimethylsulfamate hydrochloride), 15N ammonium hydroxide, 2-aminomethyl-4-(1,1-dimethylethyl)-6-iodophenyl N,N-dimethyl sulfamate. Run in O (water). Run at temperature 20 celsius, time 5 minute. Product: CN(S(OC1=C(C=C(C=C1I)C(C)(C)C)CN)(=O)=O)C (2-Aminomethyl-4-(1,1-dimethylethyl)-6-iodophenyl N,N-dimethylsulfamate). RXN SMILES: Cl.[CH3:2][N:3]([CH3:21])[S:4](=[O:20])(=[O:19])[O:5][C:6]1[C:11]([I:12])=[CH:10][C:9]([C:13]([CH3:16])([CH3:15])[CH3:14])=[CH:8][C:7]=1[CH2:17][NH2:18]>O>[CH3:21][N:3]([CH3:2])[S:4](=[O:19])(=[O:20])[O:5][C:6]1[C:11]([I:12])=[CH:10][C:9]([C:13]([CH3:16])([CH3:15])[CH3:14])=[CH:8][C:7]=1[CH2:17][NH2:18] |f:0.1|. Reported procedure: To a solution of 2-aminomethyl-4-(1,1-dimethylethyl)-6-iodophenyl N,N-dimethylsulfamate hydrochloride (100 mg., 0.22 millimole) in water (30 ml.) is added 15N ammonium hydroxide (1 ml.). The resulting heterogeneous mixture is stirred at 20° C. for 5 minutes and decanted. Trituration of the insoluble gummy residue with petroleum ether provides a colorless solid which is collected, washed with petroleum ether and dried to afford 65 mg. (73%) of 2-aminomethyl-4-(1,1-dimethylethyl)-6-iodophenyl N,N-... Reactants: Cn1c(COc2ccc(CC3SC(=O)N(C(c4ccccc4)(c4ccccc4)c4ccccc4)C3=O)cc2)nc2cncnc21, CC(=O)O, O. Yields the product Cn1c(COc2ccc(CC3SC(=O)NC3=O)cc2)nc2cncnc21. RXN SMILES: [CH3:1][n:2]1[c:3]([CH2:11][O:12][c:13]2[cH:14][cH:15][c:16]([CH2:17][CH:18]3[C:19](=[O:43])[N:20]([C:24]([c:25]4[cH:26][cH:27][cH:28][cH:29][cH:30]4)([c:31]4[cH:32][cH:33][cH:34][cH:35][cH:36]4)[c:37]4[cH:38][cH:39][cH:40][cH:41][cH:42]4)[C:21](=[O:23])[S:22]3)[cH:44][cH:45]2)[n:4][c:5]2[c:6]1[n:7][cH:8][n:9][cH:10]2.[CH3:46][C:47](=[O:48])[OH:49].[OH2:50]>>[CH3:1][n:2]1[c:3]([CH2:11][O:12][c:13]2[cH:14][cH:15][c:16]([CH2:17][CH:18]3[C:19](=[O:43])[NH:20][C:21](=[O:23])[S:22]3)[cH:44][cH:45]2)[n:4][c:5]2[c:6]1[n:7][cH:8][n:9][cH:10]2. The reactants are BrC1=C(C(=CC(=C1)F)C(F)(F)F)O (2-bromo-4-fluoro-6-(trifluoromethyl)-phenol), [Na] (sodium), C(C1=CC=CC=C1)Br (benzyl bromide). Solvent: C(C)O (ethanol). Reaction conditions: time 20 minute. The product is BrC1=C(C(=CC(=C1)F)C(F)(F)F)OCC1=CC=CC=C1 ([2-Bromo-4-fluoro-6-(trifluoromethyl)-phenyl]-benzyl ether). As a reaction SMILES: [Na].[Br:2][C:3]1[CH:8]=[C:7]([F:9])[CH:6]=[C:5]([C:10]([F:13])([F:12])[F:11])[C:4]=1[OH:14].[CH2:15](Br)[C:16]1[CH:21]=[CH:20][CH:19]=[CH:18][CH:17]=1>C(O)C>[Br:2][C:3]1[CH:8]=[C:7]([F:9])[CH:6]=[C:5]([C:10]([F:12])([F:13])[F:11])[C:4]=1[O:14][CH2:15][C:16]1[CH:21]=[CH:20][CH:19]=[CH:18][CH:17]=1 |^1:0|. Procedure details: 0.65 g (28 mmol) of sodium is dissolved in 35 ml of dry ethanol, 5.96 g (23 mmol) of 2-bromo-4-fluoro-6-(trifluoromethyl)-phenol is added and it is stirred for 20 minutes at room temperature, 7.17 g (42 mmol) of benzyl bromide is added and refluxed for 1 hour. Sodium bromide precipitates out crystalline from the solution The hot solution is filtered, the filtrate is evaporated to dryness and the residue is chromatographed on silica gel 60 with dichloromethane/hexane. 6.29 g (18 mmol) =78.3% of t... Run in ClCCl (dichloromethane). Yield: 81.4%. Run at time 2 hour. Procedure: To a solution of tert-butyl 3-(6-hydroxymethylpyridin-2-ylmethyl)-6-methoxy-2-phenyl-1H-indole-1-carboxylate (600 mg) in dichloromethane (6 mL) was added Dess-Martin periodinane (744 mg), and the mixture was stirred at room temperature for 2 hours. To the reaction mixture was added 1 mol/L aqueous sodium thiosulfate solution, followed by stirring for 5 minutes. The mixture was extracted with dichloromethane. The organic layer was washed with a saturated aqueous sodium hydrogen carbonate solution... Product: C(=O)C1=CC=CC(=N1)CC1=C(N(C2=CC(=CC=C12)OC)C(=O)OC(C)(C)C)C1=CC=CC=C1 (Tert-Butyl 3-(6-formylpyridin-2-ylmethyl)-6-methoxy-2-phenyl-1H-indole-1-carboxylate). The reactants are OCC1=CC=CC(=N1)CC1=C(N(C2=CC(=CC=C12)OC)C(=O)OC(C)(C)C)C1=CC=CC=C1 (tert-butyl 3-(6-hydroxymethylpyridin-2-ylmethyl)-6-methoxy-2-phenyl-1H-indole-1-carboxylate), CC(=O)OI1(C=2C=CC=CC2C(=O)O1)(OC(=O)C)OC(=O)C (Dess-Martin periodinane), S(=S)(=O)([O-])[O-].[Na+].[Na+] (sodium thiosulfate). As a reaction SMILES: [OH:1][CH2:2][C:3]1[N:8]=[C:7]([CH2:9][C:10]2[C:18]3[C:13](=[CH:14][C:15]([O:19][CH3:20])=[CH:16][CH:17]=3)[N:12]([C:21]([O:23][C:24]([CH3:27])([CH3:26])[CH3:25])=[O:22])[C:11]=2[C:28]2[CH:33]=[CH:32][CH:31]=[CH:30][CH:29]=2)[CH:6]=[CH:5][CH:4]=1.CC(OI1(OC(C)=O)(OC(C)=O)OC(=O)C2C=CC=CC1=2)=O.S([O-])([O-])(=O)=S.[Na+].[Na+]>ClCCl>[CH:2]([C:3]1[N:8]=[C:7]([CH2:9][C:10]2[C:18]3[C:13](=[CH:14][C:15]([O:19][CH3:20])=[CH:16][CH:17]=3)[N:12]([C:21]([O:23][C:24]([CH3:27])([CH3:26])[CH3:25])=[O:22])[C:11]=2[C:28]2[CH:29]=[CH:30][CH:31]=[CH:32][CH:33]=2)[CH:6]=[CH:5][CH:4]=1)=[O:1] |f:2.3.4|.